From a dataset of the Open Reaction Database (ORD), a public repository of structured organic reaction records. describe an organic reaction: reactants, conditions, products, and yield The reactants are Cl, O=N[O-], Nc1nc2ccc([N+](=O)[O-])cc2s1, [Na+], O. Product: O=c1[nH]c2ccc([N+](=O)[O-])cc2s1. As a reaction SMILES: [ClH:14].[N:15](=[O:16])[O-:17].[NH2:1][c:2]1[s:3][c:4]2[c:5]([n:6]1)[cH:7][cH:8][c:9]([N+:11](=[O:12])[O-:13])[cH:10]2.[Na+:18].[OH2:19]>>[c:2]1(=[O:16])[s:3][c:4]2[c:5]([nH:6]1)[cH:7][cH:8][c:9]([N+:11](=[O:12])[O-:13])[cH:10]2.